From a dataset of the Open Reaction Database (ORD), a public repository of structured organic reaction records. describe an organic reaction: reactants, conditions, products, and yield Yields the product FC(C1=C(C(=O)NC2=CC=C3C(=N2)C(=CN3)C3CCN(CC3)C)C=CC=C1)(F)F (5-(N-[2-trifluoromethylbenzoyl]amino)-3-(1-methylpiperidin-4-yl)pyrrolo[3,2-b]pyridine). Yield: 96.0%. As a reaction SMILES: [NH2:1][C:2]1[N:7]=[C:6]2[C:8]([CH:11]3[CH2:16][CH2:15][N:14]([CH3:17])[CH2:13][CH2:12]3)=[CH:9][NH:10][C:5]2=[CH:4][CH:3]=1.[F:18][C:19]([F:30])([F:29])[C:20]1[CH:28]=[CH:27][CH:26]=[CH:25][C:21]=1[C:22](Cl)=[O:23]>>[F:18][C:19]([F:29])([F:30])[C:20]1[CH:28]=[CH:27][CH:26]=[CH:25][C:21]=1[C:22]([NH:1][C:2]1[N:7]=[C:6]2[C:8]([CH:11]3[CH2:16][CH2:15][N:14]([CH3:17])[CH2:13][CH2:12]3)=[CH:9][NH:10][C:5]2=[CH:4][CH:3]=1)=[O:23]. The reactants are NC1=CC=C2C(=N1)C(=CN2)C2CCN(CC2)C (5-amino-3-(1-methylpiperidin-4-yl)pyrrolo[3,2-b]pyridine), FC(C1=C(C(=O)Cl)C=CC=C1)(F)F (2-trifluoromethylbenzoyl chloride). Procedure: Beginning with 0.010 gm (0.044 mMol) 5-amino-3-(1-methylpiperidin-4-yl)pyrrolo[3,2-b]pyridine and 0.008 mL (0.053 mMol) 2-trifluoromethylbenzoyl chloride, 0.017 gm (96%) of the title compound were prepared essentially by the procedure described in Example 7. Reactants: Cc1cc([N+](=O)[O-])ccc1N=C1NC(CC(C)C)CS1, BrCC1CCC1. The product is Cc1cc([N+](=O)[O-])ccc1N=C1SCC(CC(C)C)N1CC1CCC1. Reaction SMILES: [CH3:1][c:2]1[c:3]([N:11]=[C:12]2[S:13][CH2:14][CH:15]([CH2:17][CH:18]([CH3:19])[CH3:20])[NH:16]2)[cH:4][cH:5][c:6]([N+:8](=[O:9])[O-:10])[cH:7]1.[CH:21]1([CH2:25][Br:26])[CH2:22][CH2:23][CH2:24]1>>[CH3:1][c:2]1[c:3]([N:11]=[C:12]2[S:13][CH2:14][CH:15]([CH2:17][CH:18]([CH3:19])[CH3:20])[N:16]2[CH2:25][CH:21]2[CH2:22][CH2:23][CH2:24]2)[cH:4][cH:5][c:6]([N+:8](=[O:9])[O-:10])[cH:7]1. Run at time 20 hour. The reactants are C(#N)CC1=CC=C(OCC2CO2)C=C1 (3-(4-cyanomethylphenoxy)propylene oxide), C(CCC)NCCCC (dibutylamine). Solvent: CO (methanol). Reported procedure: 30 g. of 3-(4-cyanomethylphenoxy)propylene oxide were mixed with 133.5 ml dibutylamine and 300 ml methanol and stirred at room temperature for 20 hours. The mixture was concentrated in a rotary evaporator and the residue was taken up in 225 ml of 1 N hydrochloric acid. The acidic solution was extracted with a total of 300 ml of dichloromethane. The dichloromethane phase was discarded. The aqueous phase was mixed with about 70 ml of 4 N caustic soda solution and extracted by shaking with 200 ml d... Yields the product C(#N)CC1=CC=C(OCC(CN(CCCC)CCCC)O)C=C1 (1-(4-cyanomethylphenoxy)-3-dibutylamino-2-propanol). As a reaction SMILES: [C:1]([CH2:3][C:4]1[CH:14]=[CH:13][C:7]([O:8][CH2:9][CH:10]2[O:12][CH2:11]2)=[CH:6][CH:5]=1)#[N:2].[CH2:15]([NH:19][CH2:20][CH2:21][CH2:22][CH3:23])[CH2:16][CH2:17][CH3:18]>CO>[C:1]([CH2:3][C:4]1[CH:14]=[CH:13][C:7]([O:8][CH2:9][CH:10]([OH:12])[CH2:11][N:19]([CH2:20][CH2:21][CH2:22][CH3:23])[CH2:15][CH2:16][CH2:17][CH3:18])=[CH:6][CH:5]=1)#[N:2]. The reactants are OC(CNCCNc1cccc2[nH]ncc12)COc1ccc(OCc2ccccc2)cc1, CO. Product: Oc1ccc(OCC(O)CNCCNc2cccc3[nH]ncc23)cc1. Reaction SMILES: [CH2:1]([c:2]1[cH:3][cH:4][cH:5][cH:6][cH:7]1)[O:8][c:9]1[cH:10][cH:11][c:12]([O:13][CH2:14][CH:15]([CH2:16][NH:17][CH2:18][CH2:19][NH:20][c:21]2[c:22]3[cH:23][n:24][nH:25][c:26]3[cH:27][cH:28][cH:29]2)[OH:30])[cH:31][cH:32]1.[CH3:33][OH:34]>>[OH:8][c:9]1[cH:10][cH:11][c:12]([O:13][CH2:14][CH:15]([CH2:16][NH:17][CH2:18][CH2:19][NH:20][c:21]2[c:22]3[cH:23][n:24][nH:25][c:26]3[cH:27][cH:28][cH:29]2)[OH:30])[cH:31][cH:32]1. Reactants: C(CCC)OC(=O)C=1N=C(C2=CC=CC=C2C1O)C#N (1-cyano-4-hydroxy-isoquinoline-3-carboxylic acid butyl ester), NCC(=O)O (glycine), solution, CO[Na] (MeONa), CO (MeOH). Reaction conditions: time 48 hour. The product is C(#N)C1=NC(=C(C2=CC=CC=C12)O)C(=O)NCC(=O)O ([(1-Cyano-4-hydroxy-isoquinoline-3-carbonyl)-amino]-acetic acid). Yield: 80.4%. As a reaction SMILES: C(O[C:6]([C:8]1[N:9]=[C:10]([C:19]#[N:20])[C:11]2[C:16]([C:17]=1[OH:18])=[CH:15][CH:14]=[CH:13][CH:12]=2)=[O:7])CCC.[NH2:21][CH2:22][C:23]([OH:25])=[O:24].CO[Na].CO>>[C:19]([C:10]1[C:11]2[C:16](=[CH:15][CH:14]=[CH:13][CH:12]=2)[C:17]([OH:18])=[C:8]([C:6]([NH:21][CH2:22][C:23]([OH:25])=[O:24])=[O:7])[N:9]=1)#[N:20]. Procedure details: A mixture of 1-cyano-4-hydroxy-isoquinoline-3-carboxylic acid butyl ester (89 mg, 0.33 mmol), glycine (375 mg, 5 mmol), and a 0.5 N solution of MeONa in MeOH (8 mL, 4 mmol) was refluxed with stirring for 48 h before it was concentrated in vacuo. The residue was dissolved in water (20 mL). The solution was washed with diethyl ether before its pH was adjusted to 2 to 3 by addition of aqueous 6 N HCl. The resulting suspension was extracted with ethyl acetate (1×30 mL). The organic phase was dried o... The reactants are CC(NCc1ccccc1)C(=O)N(C)C, COc1ccccc1C1(Cl)C(=O)Nc2ccc(Cl)cc21. Product: COc1ccccc1C1(N(Cc2ccccc2)C(C)C(=O)N(C)C)C(=O)Nc2ccc(Cl)cc21. Reaction SMILES: [CH2:21]([c:22]1[cH:23][cH:24][cH:25][cH:26][cH:27]1)[NH:28][CH:29]([C:30](=[O:31])[N:32]([CH3:33])[CH3:34])[CH3:35].[Cl:1][C:2]1([c:13]2[c:14]([O:19][CH3:20])[cH:15][cH:16][cH:17][cH:18]2)[C:3](=[O:12])[NH:4][c:5]2[cH:6][cH:7][c:8]([Cl:11])[cH:9][c:10]21>>[C:2]1([c:13]2[c:14]([O:19][CH3:20])[cH:15][cH:16][cH:17][cH:18]2)([N:28]([CH2:21][c:22]2[cH:23][cH:24][cH:25][cH:26][cH:27]2)[CH:29]([C:30](=[O:31])[N:32]([CH3:33])[CH3:34])[CH3:35])[C:3](=[O:12])[NH:4][c:5]2[cH:6][cH:7][c:8]([Cl:11])[cH:9][c:10]21. Starting materials: COC(=O)c1ccc(NC(=O)C(CC2CCCC2)n2ncc(Oc3ccccc3C3CCCC3)cc2=O)nc1, CO, [Li+], C1CCOC1, [OH-]. The product is O=C(O)c1ccc(NC(=O)C(CC2CCCC2)n2ncc(Oc3ccccc3C3CCCC3)cc2=O)nc1. Reaction SMILES: [CH3:1][O:2][C:3]([c:4]1[cH:5][n:6][c:7]([NH:10][C:11]([CH:12]([CH2:13][CH:14]2[CH2:15][CH2:16][CH2:17][CH2:18]2)[n:19]2[n:20][cH:21][c:22]([O:26][c:27]3[c:28]([CH:33]4[CH2:34][CH2:35][CH2:36][CH2:37]4)[cH:29][cH:30][cH:31][cH:32]3)[cH:23][c:24]2=[O:25])=[O:38])[cH:8][cH:9]1)=[O:39].[CH3:42][OH:43].[Li+:40].[O:44]1[CH2:45][CH2:46][CH2:47][CH2:48]1.[OH-:41]>>[O:2]=[C:3]([c:4]1[cH:5][n:6][c:7]([NH:10][C:11]([CH:12]([CH2:13][CH:14]2[CH2:15][CH2:16][CH2:17][CH2:18]2)[n:19]2[n:20][cH:21][c:22]([O:26][c:27]3[c:28]([CH:33]4[CH2:34][CH2:35][CH2:36][CH2:37]4)[cH:29][cH:30][cH:31][cH:32]3)[cH:23][c:24]2=[O:25])=[O:38])[cH:8][cH:9]1)[OH:39]. Reactants: COC(=O)C(CC1CCCC1)c1ccc(OC)c(F)c1, CO, Cl, [Li+], C1CCOC1, [OH-], O. The product is COc1ccc(C(CC2CCCC2)C(=O)O)cc1F. Reaction SMILES: [CH3:1][O:2][C:3]([CH:4]([CH2:5][CH:6]1[CH2:7][CH2:8][CH2:9][CH2:10]1)[c:11]1[cH:12][c:13]([F:19])[c:14]([O:17][CH3:18])[cH:15][cH:16]1)=[O:20].[CH3:24][OH:25].[ClH:23].[Li+:21].[O:27]1[CH2:28][CH2:29][CH2:30][CH2:31]1.[OH-:22].[OH2:26]>>[O:2]=[C:3]([CH:4]([CH2:5][CH:6]1[CH2:7][CH2:8][CH2:9][CH2:10]1)[c:11]1[cH:12][c:13]([F:19])[c:14]([O:17][CH3:18])[cH:15][cH:16]1)[OH:20].